Dataset: the Open Reaction Database (ORD), a public repository of structured organic reaction records. Task: describe an organic reaction: reactants, conditions, products, and yield Starting materials: Br, Cc1c(O)c(CBr)c(Br)c(CBr)c1Br, Cc1c(O)c(C)c(Br)c(CBr)c1Br, Oc1c(CBr)c(Br)c(CBr)c(Br)c1CBr, ClCC(Cl)Cl, Cc1cc(C)c(O)c(C)c1. Yields the product Cc1c(O)c(CBr)c(Br)c(C)c1Br. Reaction SMILES: [Br:11].[Br:12][CH2:13][c:14]1[c:15]([OH:25])[c:16]([CH3:24])[c:17]([Br:23])[c:18]([CH2:21][Br:22])[c:19]1[Br:20].[Br:26][CH2:27][c:28]1[c:29]([Br:30])[c:31]([CH3:32])[c:33]([OH:34])[c:35]([CH3:36])[c:37]1[Br:38].[Br:39][CH2:40][c:41]1[c:42]([Br:43])[c:44]([CH2:45][Br:46])[c:47]([Br:48])[c:49]([CH2:50][Br:51])[c:52]1[OH:53].[Cl:54][CH2:55][CH:56]([Cl:57])[Cl:58].[c:1]1([CH3:2])[cH:3][c:4]([CH3:5])[cH:6][c:7]([CH3:8])[c:9]1[OH:10]>>[Br:12][CH2:13][c:14]1[c:15]([OH:25])[c:16]([CH3:24])[c:17]([Br:23])[c:18]([CH3:21])[c:19]1[Br:20]. The reactants are O1C(=CC=C1)C=1OC(=C(N1)/C=C/C1=CC=C(C=C1)/C=C/C=C/C=O)C ((E,E,E)-5-[4-[2-[2-(2-furyl)-5-methyl-4-oxazolyl]vinyl]phenyl]-2,4-pentadien-1-al). The reagents and catalysts are [C].[Pd] (palladium-carbon). The solvent is C(C)(=O)OCC (ethyl acetate). Yields the product O1C(=CC=C1)C=1OC(=C(N1)CCC1=CC=C(C=C1)CCCCC=O)C (5-[4-[2-[2-(2-furyl)-5-methyl-4-oxazolyl]ethyl]phenyl]pentan-1-al). Yield: 90.0%. As a reaction SMILES: [O:1]1[CH:5]=[CH:4][CH:3]=[C:2]1[C:6]1[O:7][C:8]([CH3:25])=[C:9](/[CH:11]=[CH:12]/[C:13]2[CH:18]=[CH:17][C:16](/[CH:19]=[CH:20]/[CH:21]=[CH:22]/[CH:23]=[O:24])=[CH:15][CH:14]=2)[N:10]=1>[C].[Pd].C(OCC)(=O)C>[O:1]1[CH:5]=[CH:4][CH:3]=[C:2]1[C:6]1[O:7][C:8]([CH3:25])=[C:9]([CH2:11][CH2:12][C:13]2[CH:14]=[CH:15][C:16]([CH2:19][CH2:20][CH2:21][CH2:22][CH:23]=[O:24])=[CH:17][CH:18]=2)[N:10]=1 |f:1.2|. Procedure details: A mixture of (E,E,E)-5-[4-[2-[2-(2-furyl)-5-methyl-4-oxazolyl]vinyl]phenyl]-2,4-pentadien-1-al (2.4 g), palladium-carbon (5%, 0.3 g) and ethyl acetate (100 ml) was subjected to catalytic hydrogenation at 1 atm and room temperature. After the catalyst was filtered off, the filtrate was concentrated under reduced pressure. The residue was subjected to silica gel chromatography to yield 5-[4-[2-[2-(2-furyl)-5-methyl-4-oxazolyl]ethyl]phenyl]pentan-1-al (2.2 g, 92%) as an oily substance from the frac...